This data is from the Open Reaction Database (ORD), a public repository of structured organic reaction records. The task is: describe an organic reaction: reactants, conditions, products, and yield Starting materials: C(C)#N (Acetonitrile), C1CC2=CC=CC=3C=NC4=C(N1C32)C=CC=C4 (1,2-dihydrobenzo[b]pyrrolo[3,2,1-jk][1,4]benzodiazepine), C(CCC)[Li] (n-Butyllithium), solution, C(=O)=O.CC(=O)C (dry ice acetone). Solvent: O1CCCC1 (tetrahydrofuran), O1CCCC1 (tetrahydrofuran), O1CCCC1 (tetrahydrofuran). Reaction conditions: time 2 hour. The product is C1CC2=CC=CC=3C(NC4=C(N1C32)C=CC=C4)CC#N (1,2,6,7-Tetrahydrobenzo[b]pyrrolo[3,2,1-jk][1,4]benzodiazepine6-acetonitrile). The yield is 78.7%. Reaction SMILES: C([Li])CCC.C(=O)=O.CC(C)=O.[C:13](#[N:15])[CH3:14].[CH2:16]1[N:27]2[C:28]3[C:18](=[CH:19][CH:20]=[CH:21][C:22]=3[CH:23]=[N:24][C:25]3[CH:32]=[CH:31][CH:30]=[CH:29][C:26]=32)[CH2:17]1>O1CCCC1>[CH2:16]1[N:27]2[C:28]3[C:18](=[CH:19][CH:20]=[CH:21][C:22]=3[CH:23]([CH2:14][C:13]#[N:15])[NH:24][C:25]3[CH:32]=[CH:31][CH:30]=[CH:29][C:26]=32)[CH2:17]1 |f:1.2|. Reported procedure: n-Butyllithium (10 ml of a 2.5M solution) and tetrahydrofuran (THF, 10 ml) were placed in a 250 ml 3-neck flask under nitrogen and chilled to -60° C. (dry ice/acetone). Acetonitrile (1 g) in tetrahydrofuran (10 ml) was added in one portion. A precipitate formed in a short time. Thirty minutes thereafter, a solution of 1,2-dihydrobenzo[b]pyrrolo[3,2,1-jk][1,4]benzodiazepine (4.5 g) in tetrahydrofuran (20 ml) was added. The cold bath was then removed and the reaction mixture was stirred for 2 hour... Starting materials: [Si](C1=CC=CC=C1)(C1=CC=CC=C1)(C(C)(C)C)OCCN(CC[C@H](CSC1=CC=CC=C1)NC1=C(C=C(C=C1)S(=O)(=O)N)S(=O)(=O)C(F)(F)F)C ((R)-4-(4-((2-(tert-butyldiphenylsilyloxy)ethyl)(methyl)amino)-1-(phenylthio)butan-2-ylamino)-3-(trifluoromethylsulfonyl)benzenesulfonamide), [Si](C1=CC=CC=C1)(C1=CC=CC=C1)(C(C)(C)C)OCCN(CC[C@H](CSC1=CC=CC=C1)NC1=C(C=C(C=C1)S(=O)(=O)N)S(=O)(=O)C(F)(F)F)C ((R)-4-(4-((2-(tert-butyldiphenylsilyloxy)ethyl)(methyl)amino)-1-(phenylthio)butan-2-ylamino)-3-(trifluoromethylsulfonyl)benzenesulfonamide), ClC1=CC=C(C=C1)C1=C(C=CC=C1)[C@@H](C1CCN(CC1)C1=CC=C(C(=O)O)C=C1)N[S@@](=O)C(C)(C)C (4-(4-((R)-(4′-chlorobiphenyl-2-yl)((S)-1,1-dimethylethylsulfinamido)methyl)piperidin-1-yl)benzoic acid), CCN(C(C)C)C(C)C (DIPEA), C(CCl)Cl (EDC), ClC1=CC=C(C=C1)C1=C(C=CC=C1)[C@@H](C1CCN(CC1)C1=CC=C(C(=O)O)C=C1)N[S@@](=O)C(C)(C)C (4-(4-((R)-(4′-chlorobiphenyl-2-yl)((S)-1,1-dimethylethylsulfinamido)methyl)piperidin-1-yl)benzoic acid). The reagents and catalysts are CN(C)C=1C=CN=CC1 (DMAP). Run in C(Cl)Cl (DCM), C(Cl)Cl (DCM), C(Cl)Cl (DCM). Reaction conditions: time 15 minute. The product is [Si](C1=CC=CC=C1)(C1=CC=CC=C1)(C(C)(C)C)OCCN(CC[C@H](CSC1=CC=CC=C1)NC1=C(C=C(C=C1)S(=O)(=O)NC(C1=CC=C(C=C1)N1CCC(CC1)[C@@H](N[S@@](=O)C(C)(C)C)C1=C(C=CC=C1)C1=CC=C(C=C1)Cl)=O)S(=O)(=O)C(F)(F)F)C (N-(4-((R)-4-((2-(tert-butyldiphenylsilyloxy)ethyl)(methyl)amino)-1-(phenylthio)butan-2-ylamino)-3-(trifluoromethyl sulfonyl)phenylsulfonyl)-4-(4-((R)-(4′-chlorobiphenyl-2-yl)((S)-1,1-dimethylethylsulfinamido)methyl)piperidin-1-yl)benzamide). Yield: 87.8%. As a reaction SMILES: [Cl:1][C:2]1[CH:7]=[CH:6][C:5]([C:8]2[CH:13]=[CH:12][CH:11]=[CH:10][C:9]=2[C@H:14]([NH:30][S@:31]([C:33]([CH3:36])([CH3:35])[CH3:34])=[O:32])[CH:15]2[CH2:20][CH2:19][N:18]([C:21]3[CH:29]=[CH:28][C:24]([C:25](O)=[O:26])=[CH:23][CH:22]=3)[CH2:17][CH2:16]2)=[CH:4][CH:3]=1.C(Cl)CCl.CCN(C(C)C)C(C)C.[Si:50]([O:67][CH2:68][CH2:69][N:70]([CH3:100])[CH2:71][CH2:72][C@@H:73]([NH:82][C:83]1[CH:88]=[CH:87][C:86]([S:89]([NH2:92])(=[O:91])=[O:90])=[CH:85][C:84]=1[S:93]([C:96]([F:99])([F:98])[F:97])(=[O:95])=[O:94])[CH2:74][S:75][C:76]1[CH:81]=[CH:80][CH:79]=[CH:78][CH:77]=1)([C:63]([CH3:66])([CH3:65])[CH3:64])([C:57]1[CH:62]=[CH:61][CH:60]=[CH:59][CH:58]=1)[C:51]1[CH:56]=[CH:55][CH:54]=[CH:53][CH:52]=1>CN(C1C=CN=CC=1)C.C(Cl)Cl>[Si:50]([O:67][CH2:68][CH2:69][N:70]([CH3:100])[CH2:71][CH2:72][C@@H:73]([NH:82][C:83]1[CH:88]=[CH:87][C:86]([S:89]([NH:92][C:25](=[O:26])[C:24]2[CH:28]=[CH:29][C:21]([N:18]3[CH2:19][CH2:20][CH:15]([C@H:14]([C:9]4[CH:10]=[CH:11][CH:12]=[CH:13][C:8]=4[C:5]4[CH:6]=[CH:7][C:2]([Cl:1])=[CH:3][CH:4]=4)[NH:30][S@:31]([C:33]([CH3:36])([CH3:35])[CH3:34])=[O:32])[CH2:16][CH2:17]3)=[CH:22][CH:23]=2)(=[O:90])=[O:91])=[CH:85][C:84]=1[S:93]([C:96]([F:98])([F:99])[F:97])(=[O:94])=[O:95])[CH2:74][S:75][C:76]1[CH:81]=[CH:80][CH:79]=[CH:78][CH:77]=1)([C:63]([CH3:64])([CH3:66])[CH3:65])([C:51]1[CH:52]=[CH:53][CH:54]=[CH:55][CH:56]=1)[C:57]1[CH:62]=[CH:61][CH:60]=[CH:59][CH:58]=1. Reported procedure: 4-(4-((R)-(4′-chlorobiphenyl-2-yl)((S)-1,1-dimethylethylsulfinamido)methyl)piperidin-1-yl)benzoic acid (INTERMEDIATE 130, 0.12 g, 0.23 mmol), DMAP (56 mg, 0.46 mmol), and EDC (88 mg, 0.46 mmol) were placed in a 40 ml vial and flushed with nitrogen. DCM (3.0 ml) and DIPEA (0.08 ml, 0.46 mmol) were added and the solution was stirred at r.t for 15 min. A solution of (R)-4-(4-((2-(tert-butyldiphenylsilyloxy)ethyl)(methyl)amino)-1-(phenylthio)butan-2-ylamino)-3-(trifluoromethylsulfonyl)benzenesulfona... Yields the product OC(C(c1cccc(Cl)c1)n1ccnc1)C12CC3CC(CC(C3)C1)C2. As a reaction SMILES: [CH2:1]([Li:2])[CH2:3][CH2:4][CH3:5].[CH2:38]1[O:39][CH2:40][CH2:41][CH2:42]1.[CH3:32][CH2:33][CH2:34][CH2:35][CH2:36][CH3:37].[CH:19](=[O:20])[C:21]12[CH2:22][CH:23]3[CH2:24][CH:25]([CH2:26][CH:27]([CH2:28]1)[CH2:29]3)[CH2:30]2.[Cl:6][c:7]1[cH:8][c:9]([CH2:10][n:11]2[cH:12][n:13][cH:14][cH:15]2)[cH:16][cH:17][cH:18]1.[OH2:31]>>[Cl:6][c:7]1[cH:8][c:9]([CH:10]([n:11]2[cH:12][n:13][cH:14][cH:15]2)[CH:19]([OH:20])[C:21]23[CH2:22][CH:23]4[CH2:24][CH:25]([CH2:26][CH:27]([CH2:28]2)[CH2:29]4)[CH2:30]3)[cH:16][cH:17][cH:18]1. Starting materials: [Li]CCCC, C1CCOC1, CCCCCC, O=CC12CC3CC(CC(C3)C1)C2, Clc1cccc(Cn2ccnc2)c1, O. Starting materials: BrC=1C=C(C=CC1)[C@]1(N=C(O[C@@H](C1)C(F)(F)F)NC(C1=CC=CC=C1)=O)CF (N-((4S,6S)-4-(3-bromophenyl)-4-(fluoromethyl)-6-(trifluoromethyl)-5,6-dihydro-4H-1,3-oxazin-2-yl)benzamide), N=1CCCN2C1CCCCC2 (2,3,4,6,7,8,9,10-octahydropyrimido[1,2-a]azepine). Run in CO (MeOH). Reaction conditions: temperature 65 celsius. Yields the product BrC=1C=C(C=CC1)[C@]1(N=C(O[C@@H](C1)C(F)(F)F)N)CF ((4S,6S)-4-(3-bromophenyl)-4-(fluoromethyl)-6-(trifluoromethyl)-5,6-dihydro-4H-1,3-oxazin-2-amine). Yield: 54.0%. Reaction SMILES: [Br:1][C:2]1[CH:3]=[C:4]([C@:8]2([CH2:27][F:28])[CH2:13][C@@H:12]([C:14]([F:17])([F:16])[F:15])[O:11][C:10]([NH:18]C(=O)C3C=CC=CC=3)=[N:9]2)[CH:5]=[CH:6][CH:7]=1.N1CCCN2CCCCCC=12>CO>[Br:1][C:2]1[CH:3]=[C:4]([C@:8]2([CH2:27][F:28])[CH2:13][C@@H:12]([C:14]([F:17])([F:16])[F:15])[O:11][C:10]([NH2:18])=[N:9]2)[CH:5]=[CH:6][CH:7]=1. Procedure: To a solution of N-((4S,6S)-4-(3-bromophenyl)-4-(fluoromethyl)-6-(trifluoromethyl)-5,6-dihydro-4H-1,3-oxazin-2-yl)benzamide (1.15 g, 2.504 mmol) in MeOH 8 mL was added 2,3,4,6,7,8,9,10-octahydropyrimido[1,2-a]azepine (0.449 ml, 3.01 mmol) and the resulting mixture was heated at 65° C. for 9 h. The mixture was concentrated, and then diluted with EtOAc. The resulting solution was washed with water, saturated NH4Cl solution, dried over sodium sulfate, filtered, concentrated. The crude material was ... Starting materials: CC#N, CCCC=C1CCNCC1, CC(CI)CN1C(=O)CSc2ccccc21. Yields the product CCCC=C1CCN(CC(C)CN2C(=O)CSc3ccccc32)CC1. As a reaction SMILES: [CH3:27][C:28]#[N:29].[CH:17]([CH2:18][CH2:19][CH3:20])=[C:21]1[CH2:22][CH2:23][NH:24][CH2:25][CH2:26]1.[I:1][CH2:2][CH:3]([CH2:4][N:5]1[C:6](=[O:15])[CH2:7][S:8][c:9]2[c:10]1[cH:11][cH:12][cH:13][cH:14]2)[CH3:16]>>[CH2:2]([CH:3]([CH2:4][N:5]1[C:6](=[O:15])[CH2:7][S:8][c:9]2[c:10]1[cH:11][cH:12][cH:13][cH:14]2)[CH3:16])[N:24]1[CH2:23][CH2:22][C:21](=[CH:17][CH2:18][CH2:19][CH3:20])[CH2:26][CH2:25]1. Reactants: C(C)(C)(C)OC(=O)N1C[C@H](C2(CC2)CC1)O ((S)-4-hydroxy-6-aza-spiro[2.5]octane-6-carboxylic acid tert-butyl ester), Cl (hydrogen chloride), COC(C)(C)C (tert-butyl methyl ether). Run in C(C)O (ethanol). Conditions: time 1 hour. Yields the product Cl.C1CC12[C@@H](CNCC2)O ((S)-6-Aza-spiro[2.5]octan-4-ol hydrochloride). Isolated yield 90.0%. As a reaction SMILES: C(OC([N:8]1[CH2:15][CH2:14][C:11]2([CH2:13][CH2:12]2)[C@H:10]([OH:16])[CH2:9]1)=O)(C)(C)C.[ClH:17].COC(C)(C)C>C(O)C>[ClH:17].[CH2:12]1[C:11]2([CH2:14][CH2:15][NH:8][CH2:9][C@H:10]2[OH:16])[CH2:13]1 |f:4.5|. Procedure details: A solution of (S)-4-hydroxy-6-aza-spiro[2.5]octane-6-carboxylic acid tert-butyl ester (3.26 g, 14.3 mmol) in ethanol (10 ml) was treated at room temperature with hydrogen chloride solution (4 M in 1,4-dioxane, 30 ml), then after 1 h tert-butyl methyl ether (40 ml) was added. The suspension was stirred for 1 h, then the precipitate was collected by filtration to afford the title compound (2.11 g, 90%). White solid, MS: 128.1 (M+H)+.